From a dataset of the Open Reaction Database (ORD), a public repository of structured organic reaction records. describe an organic reaction: reactants, conditions, products, and yield The reactants are CC(C)(C)c1ccc(O)c(C(C)(C)C)c1, Cc1ccccc1, [H-], [Na+], O, Cc1ccc(S(=O)(=O)Cl)cc1. The product is Cc1ccc(S(=O)(=O)Oc2ccc(C(C)(C)C)cc2C(C)(C)C)cc1. RXN SMILES: [C:3]([CH3:4])([CH3:5])([CH3:6])[c:7]1[c:8]([OH:17])[cH:9][cH:10][c:11]([C:13]([CH3:14])([CH3:15])[CH3:16])[cH:12]1.[CH3:30][c:31]1[cH:32][cH:33][cH:34][cH:35][cH:36]1.[H-:1].[Na+:2].[OH2:29].[c:18]1([CH3:28])[cH:19][cH:20][c:21]([S:24](=[O:25])(=[O:26])[Cl:27])[cH:22][cH:23]1>>[C:3]([CH3:4])([CH3:5])([CH3:6])[c:7]1[c:8]([O:17][S:24]([c:21]2[cH:20][cH:19][c:18]([CH3:28])[cH:23][cH:22]2)(=[O:25])=[O:26])[cH:9][cH:10][c:11]([C:13]([CH3:14])([CH3:15])[CH3:16])[cH:12]1. Starting materials: [K+], C=[N+]=[N-], O=C(Cl)c1ccc([N+](=O)[O-])cc1, [OH-]. The product is [N-]=[N+]=CC(=O)c1ccc([N+](=O)[O-])cc1. RXN SMILES: [K+:5].[N+:1](=[N-:2])=[CH2:3].[N+:6](=[O:7])([O-:8])[c:9]1[cH:10][cH:11][c:12]([C:13](=[O:14])[Cl:15])[cH:16][cH:17]1.[OH-:4]>>[N+:1](=[N-:2])=[CH:3][C:13]([c:12]1[cH:11][cH:10][c:9]([N+:6](=[O:7])[O-:8])[cH:17][cH:16]1)=[O:14]. Reactants: Cl (hydrochloric acid), [Cl-].C(C)OC1=C(C(=C(C[P+](C2=CC=CC=C2)(C2=CC=CC=C2)C2=CC=CC=C2)C=C1)F)F (4-Ethoxy-2,3-difluorobenzyltriphenylphosphonium chloride), CC(C)([O-])C.[K+] (potassium t-butoxide), C(C)OC1=C(C(=C(C=C1)C1(CCCCC1)C=O)F)F (1-(4-ethoxy-2,3-difluorophenyl)-cyclohexanecarboaldehyde). Run in C1(=CC=CC=C1)C (toluene), O (water), C1CCOC1 (THF), C1(=CC=CC=C1)C (toluene), O (water), C1CCOC1 (THF). Reaction conditions: temperature -10 celsius, time 60 minute. Product: FC1=C(C=CC(=C1F)OCC)[C@@H]1CC[C@H](CC1)C=CC1=C(C(=C(C=C1)OCC)F)F (2,3-difluoro-4-ethoxy-[trans-4-(2,3-difluoro-4-ethoxyphenylethenyl)cyclohexyl]benzene). Isolated yield 67.3%. RXN SMILES: [Cl-].[CH2:2]([O:4][C:5]1[CH:30]=[CH:29][C:8]([CH2:9][P+](C2C=CC=CC=2)(C2C=CC=CC=2)C2C=CC=CC=2)=[C:7]([F:31])[C:6]=1[F:32])[CH3:3].[CH3:33]C(C)([O-])C.[K+].[CH2:39]([O:41][C:42]1[CH:47]=[CH:46][C:45]([C:48]2(C=O)[CH2:53][CH2:52][CH2:51][CH2:50][CH2:49]2)=[C:44]([F:56])[C:43]=1[F:57])[CH3:40].Cl>C1COCC1.C1(C)C=CC=CC=1.O>[F:56][C:44]1[C:43]([F:57])=[C:42]([O:41][CH2:39][CH3:40])[CH:47]=[CH:46][C:45]=1[C@H:48]1[CH2:49][CH2:50][C@H:51]([CH:33]=[CH:9][C:8]2[CH:29]=[CH:30][C:5]([O:4][CH2:2][CH3:3])=[C:6]([F:32])[C:7]=2[F:31])[CH2:52][CH2:53]1 |f:0.1,2.3|. Reported procedure: 4-Ethoxy-2,3-difluorobenzyltriphenylphosphonium chloride (11) (dried; 24.9 g) and THF (100 ml) were mixed under a nitrogen atmosphere and cooled to −10° C. Then, potassium t-butoxide (t-BuOK) (5.4 g) was added thereto in twice in the temperature range of −10° C. to −5° C. The stirring was continued at −10° C. for 60 minutes, and then the compound (18) (10.0 g) dissolved in THF (30 ml) was added thereto dropwise in the temperature range of −10° C. to −5° C. The stirring was continued at 0° C. for... Reactants: CCCCc1cc(O)c2c(c1)OC(C)(C)c1ccncc1-2, CC(=O)OC(C)=O, c1ccncc1. The product is CCCCc1cc(OC(C)=O)c2c(c1)OC(C)(C)c1ccncc1-2. RXN SMILES: [CH3:1][C:2]1([CH3:21])[O:3][c:4]2[c:5]([c:6]([OH:14])[cH:7][c:8]([CH2:10][CH2:11][CH2:12][CH3:13])[cH:9]2)-[c:15]2[c:16]1[cH:17][cH:18][n:19][cH:20]2.[CH3:22][C:23](=[O:24])[O:25][C:26](=[O:27])[CH3:28].[cH:29]1[cH:30][cH:31][n:32][cH:33][cH:34]1>>[CH3:1][C:2]1([CH3:21])[O:3][c:4]2[c:5]([c:6]([O:14][C:23]([CH3:22])=[O:24])[cH:7][c:8]([CH2:10][CH2:11][CH2:12][CH3:13])[cH:9]2)-[c:15]2[c:16]1[cH:17][cH:18][n:19][cH:20]2. The reactants are C(CCC)(=O)C=1C=NC2=NC(=C(C=C2C1NC1=CC=C(C=C1)OC)OCC)C (3-butyryl-6-ethoxy-4-(4-methoxyanilino)-7-methyl-1,8-naphthyridine), [BH4-].[Na+] (sodium borohydride), CCOCC (Ether), C(C)(=O)O (acetic acid). Run in IMS, Cl (hydrogen chloride), C(C)O (ethanol), C(C)O (ethanol). Run at time 18 hour. The product is C(C)OC=1C=C2C(=C(C=NC2=NC1C)C(CCC)O)NC1=CC=C(C=C1)OC (1-[6-ethoxy-4-(4-methoxyanilino)-7-methyl-1,8-naphthyridin-3-yl]butan-1-ol). Reaction SMILES: [C:1]([C:6]1[CH:7]=[N:8][C:9]2[C:14]([C:15]=1[NH:16][C:17]1[CH:22]=[CH:21][C:20]([O:23][CH3:24])=[CH:19][CH:18]=1)=[CH:13][C:12]([O:25][CH2:26][CH3:27])=[C:11]([CH3:28])[N:10]=2)(=[O:5])[CH2:2][CH2:3][CH3:4].[BH4-].[Na+].C(O)(=O)C.CCOCC>C(O)C.Cl>[CH2:26]([O:25][C:12]1[CH:13]=[C:14]2[C:9](=[N:10][C:11]=1[CH3:28])[N:8]=[CH:7][C:6]([CH:1]([OH:5])[CH2:2][CH2:3][CH3:4])=[C:15]2[NH:16][C:17]1[CH:22]=[CH:21][C:20]([O:23][CH3:24])=[CH:19][CH:18]=1)[CH3:27] |f:1.2|. Reported procedure: A solution of 3-butyryl-6-ethoxy-4-(4-methoxyanilino)-7-methyl-1,8-naphthyridine (8.0 g) in absolute ethanol (200 ml) was added dropwise at 0° C. over 1 hour to a solution of sodium borohydride (2.4 g) in absolute ethanol (200 ml). The mixture was allowed to warm up to ambient temperature and stirred at this temperature for 18 hours. Glacial acetic acid was added carefully to destroy excess borohydride and the resulting mixture was concentrated under reduced pressure. The residue was dissolved i... Reactants: OC1=CC=CC=2CC(OC21)C(=O)OC (methyl 7-hydroxy-2,3-dihydro-benzofuran-2-carboxylate), COC1=CC=CC=2CC(OC21)C(=O)O (7-methoxy-2,3-dihydro-benzofuran-2-carboxylic acid), OC1=C2C=C3CCCC(C3=CC2=CC=C1)=O (3,4-Dihydro-5-hydroxy-1(2H)-anthracenone), C(C#C)Br (propargyl bromide), C(=O)([O-])[O-].[K+].[K+] (K2CO3). Run in CC(CC)=O (butanone). Yields the product C(C#C)OC1=CC=CC=2CC(OC21)C(=O)OCC (Ethyl 7-(2-propinyloxy)-2,3-dihydro-benzofuran-2-carboxylate). RXN SMILES: [OH:1][C:2]1[C:10]2[O:9][CH:8]([C:11]([O:13][CH3:14])=[O:12])[CH2:7][C:6]=2[CH:5]=[CH:4][CH:3]=1.CO[C:17]1[C:25]2OC(C(O)=O)CC=2C=C[CH:18]=1.O[C:30]1C=CC=C2C=1C=C1C(=C2)C(=O)CCC1.C(Br)C#C.C([O-])([O-])=O.[K+].[K+]>CC(=O)CC>[CH2:25]([O:1][C:2]1[C:10]2[O:9][CH:8]([C:11]([O:13][CH2:14][CH3:30])=[O:12])[CH2:7][C:6]=2[CH:5]=[CH:4][CH:3]=1)[C:17]#[CH:18] |f:4.5.6|. Procedure: 37.57 g (0.194 mol) of methyl 7-hydroxy-2,3-dihydro-benzofuran-2-carboxylate [prepared from the known 7-methoxy-2,3-dihydro-benzofuran-2-carboxylic acid, G. Goldenberg et al., Chim. Ther. 8 (3), 1973, 259-270] and 32.85 g (0.213 mol) of propargyl bromide (80% in toluene) are refluxed in the presence of 29.49 g (0.213 mol) of K2CO3 in 194 ml of dry butanone for 5 h. After cooling, the precipitate is filtered off and washed well with acetone, and the filtrate is evaporated. The residue is taken up... Reactants: O=C(O)c1cccc(Br)c1Cl, O=C([O-])[O-], CI, CCOC(C)=O, [K+], [K+], CN(C)C=O, O. RXN SMILES: [Br:6][c:7]1[c:8]([Cl:16])[c:9]([C:10](=[O:11])[OH:12])[cH:13][cH:14][cH:15]1.[C:19](=[O:20])([O-:21])[O-:22].[CH3:17][I:18].[CH3:25][CH2:26][O:27][C:28](=[O:29])[CH3:30].[K+:23].[K+:24].[O:1]=[CH:2][N:3]([CH3:4])[CH3:5].[OH2:31]>>[O:1]([CH3:2])[C:10]([c:9]1[c:8]([Cl:16])[c:7]([Br:6])[cH:15][cH:14][cH:13]1)=[O:11]. Yields the product COC(=O)c1cccc(Br)c1Cl. Starting materials: CO, Cl, COc1ccc(COC2CN(C(=O)OC(C)(C)C)CCC2c2ccc(F)cc2)cc1. Product: COc1ccc(COC2CNCCC2c2ccc(F)cc2)cc1. RXN SMILES: [CH3:32][OH:33].[ClH:31].[F:1][c:2]1[cH:3][cH:4][c:5]([CH:8]2[CH:9]([O:21][CH2:22][c:23]3[cH:24][cH:25][c:26]([O:29][CH3:30])[cH:27][cH:28]3)[CH2:10][N:11]([C:14]([O:15][C:16]([CH3:17])([CH3:18])[CH3:19])=[O:20])[CH2:12][CH2:13]2)[cH:6][cH:7]1>>[F:1][c:2]1[cH:3][cH:4][c:5]([CH:8]2[CH:9]([O:21][CH2:22][c:23]3[cH:24][cH:25][c:26]([O:29][CH3:30])[cH:27][cH:28]3)[CH2:10][NH:11][CH2:12][CH2:13]2)[cH:6][cH:7]1.